This data is from the Open Reaction Database (ORD), a public repository of structured organic reaction records. The task is: describe an organic reaction: reactants, conditions, products, and yield Starting materials: CCCCCCCCCCCCCCCCNc1ccc(CCC(=O)O)cc1, OCCCO. Yields the product CCCCCCCCCCCCCCCCNc1ccc(CCC(=O)OCCCO)cc1. Reaction SMILES: [CH2:1]([CH2:2][CH2:3][CH2:4][CH2:5][CH2:6][CH2:7][CH2:8][CH2:9][CH2:10][CH2:11][CH2:12][CH2:13][CH2:14][CH2:15][CH3:16])[NH:17][c:18]1[cH:19][cH:20][c:21]([CH2:22][CH2:23][C:24](=[O:25])[OH:26])[cH:27][cH:28]1.[OH:29][CH2:30][CH2:31][CH2:32][OH:33]>>[CH2:1]([CH2:2][CH2:3][CH2:4][CH2:5][CH2:6][CH2:7][CH2:8][CH2:9][CH2:10][CH2:11][CH2:12][CH2:13][CH2:14][CH2:15][CH3:16])[NH:17][c:18]1[cH:19][cH:20][c:21]([CH2:22][CH2:23][C:24](=[O:25])[O:26][CH2:32][CH2:31][CH2:30][OH:29])[cH:27][cH:28]1. Reactants: ClC1=C(NC2=C(SC=C2)C(C(=O)O)=O)C(=CC=C1)Cl (3-(2,6-dichloroanilino)-2-thiophenglyoxylic acid), B(=O)[O-].[Na+] (sodium boranate). Run in CN(C=O)C (dimethylformamide). Product: ClC1=C(NC2=C(SC=C2)CC(=O)O)C(=CC=C1)Cl (3-(2,6-dichloroanilino)-2-thiophenacetic acid). Reaction SMILES: [Cl:1][C:2]1[CH:18]=[CH:17][CH:16]=[C:15]([Cl:19])[C:3]=1[NH:4][C:5]1[CH:9]=[CH:8][S:7][C:6]=1[C:10](=O)[C:11]([OH:13])=[O:12].B([O-])=O.[Na+]>CN(C)C=O>[Cl:1][C:2]1[CH:18]=[CH:17][CH:16]=[C:15]([Cl:19])[C:3]=1[NH:4][C:5]1[CH:9]=[CH:8][S:7][C:6]=1[CH2:10][C:11]([OH:13])=[O:12] |f:1.2|. Procedure details: 3.16 g (10 mmoles) of 3-(2,6-dichloroanilino)-2-thiophenglyoxylic acid and 2 g of sodium boranate are warmed to 80° in 10 ml of dimethylformamide for 4 hours. The mixture is poured onto water and extracted with toluene, the aqueous phase is acidified and extracted with ethyl acetate, and the organic phase is dried and concentrated. Recrystallization of the residue from toluene yields 3-(2,6-dichloroanilino)-2-thiophenacetic acid (m. 164° to 168°). Solvent: O (water), O (water). RXN SMILES: C(O)C.[CH3:4][C:5]1[CH:12]=[C:11]([CH3:13])[CH:10]=[C:9]([CH3:14])[C:6]=1[CH:7]=O.C([O-])(=O)C.[Na+].Cl.[NH2:21][OH:22]>O>[CH3:4][C:5]1[CH:12]=[C:11]([CH3:13])[CH:10]=[C:9]([CH3:14])[C:6]=1[CH:7]=[N:21][OH:22] |f:2.3,4.5|. Procedure details: To 120 ml of ethanol and 60 ml of water were added 29.6 g (0.2 mole) of 2,4,6-trimethylbenzaldehyde, 32.8 g (0.4 mole) of sodium acetate and 20.7 g (0.3 mole) of hydroxylamine hydrochloride, and the mixture was heated under reflux for 2 hours. After the reaction, the reaction mixture was added to 500 ml of water. The precipitated crystals were collected by filtration to give 28 g (0.17 mole) of 2,4,6-trimethylbenzaldoxime. Reactants: C(C)O (ethanol), CC1=C(C=O)C(=CC(=C1)C)C (2,4,6-trimethylbenzaldehyde), C(C)(=O)[O-].[Na+] (sodium acetate), Cl.NO (hydroxylamine hydrochloride). Yield: 85.0%. The product is CC1=C(C=NO)C(=CC(=C1)C)C (2,4,6-trimethylbenzaldoxime). The reactants are O=C([O-])[O-], O=c1cc(OCc2ccsc2)ccn1CCc1ccc(CCl)cc1, [K+], [K+], CC(=O)NC1CCNCC1, CN(C)C=O. The product is CC(=O)NC1CCN(Cc2ccc(CCn3ccc(OCc4ccsc4)cc3=O)cc2)CC1. As a reaction SMILES: [C:35](=[O:36])([O-:37])[O-:38].[Cl:1][CH2:2][c:3]1[cH:4][cH:5][c:6]([CH2:9][CH2:10][n:11]2[c:12](=[O:24])[cH:13][c:14]([O:17][CH2:18][c:19]3[cH:20][s:21][cH:22][cH:23]3)[cH:15][cH:16]2)[cH:7][cH:8]1.[K+:39].[K+:40].[NH:25]1[CH2:26][CH2:27][CH:28]([NH:31][C:32]([CH3:33])=[O:34])[CH2:29][CH2:30]1.[O:41]=[CH:42][N:43]([CH3:44])[CH3:45]>>[CH2:2]([c:3]1[cH:4][cH:5][c:6]([CH2:9][CH2:10][n:11]2[c:12](=[O:24])[cH:13][c:14]([O:17][CH2:18][c:19]3[cH:20][s:21][cH:22][cH:23]3)[cH:15][cH:16]2)[cH:7][cH:8]1)[N:25]1[CH2:26][CH2:27][CH:28]([NH:31][C:32]([CH3:33])=[O:34])[CH2:29][CH2:30]1. Starting materials: CC(C)Oc1ccc(C(=O)OC(C)(C)C)c(C#N)c1, ClCCl, O=C(O)C(F)(F)F. Product: CC(C)Oc1ccc(C(=O)O)c(C#N)c1. RXN SMILES: [C:8](#[N:9])[c:10]1[c:11]([C:12](=[O:13])[O:14][C:15]([CH3:16])([CH3:17])[CH3:18])[cH:19][cH:20][c:21]([O:23][CH:24]([CH3:25])[CH3:26])[cH:22]1.[Cl:27][CH2:28][Cl:29].[OH:1][C:2]([C:3]([F:4])([F:5])[F:6])=[O:7]>>[C:8](#[N:9])[c:10]1[c:11]([C:12](=[O:13])[OH:14])[cH:19][cH:20][c:21]([O:23][CH:24]([CH3:25])[CH3:26])[cH:22]1. Starting materials: CCOc1cc(C)nc(Cl)n1, C1CCOC1, c1cn[nH]c1. Yields the product CCOc1cc(C)nc(-n2cccn2)n1. As a reaction SMILES: [Cl:1][c:2]1[n:3][c:4]([CH3:11])[cH:5][c:6]([O:8][CH2:9][CH3:10])[n:7]1.[O:17]1[CH2:18][CH2:19][CH2:20][CH2:21]1.[nH:12]1[n:13][cH:14][cH:15][cH:16]1>>[c:2]1(-[n:12]2[n:13][cH:14][cH:15][cH:16]2)[n:3][c:4]([CH3:11])[cH:5][c:6]([O:8][CH2:9][CH3:10])[n:7]1.